Dataset: the Open Reaction Database (ORD), a public repository of structured organic reaction records. Task: describe an organic reaction: reactants, conditions, products, and yield Reactants: solid, Cl.Cl.Cl.O1CCC=2C(=NC=CC21)N2CCN(CC2)CC[C@@H]2CC[C@H](CC2)N (trans-4-{2-[4-(2,3-dihydrofuro[3,2-c]pyridin-4-yl)-piperazin-1-yl]-ethyl}-cyclohexanamine trihydrochloride), Cl.Cl.Cl.O1CCC=2C(=NC=CC21)N2CCN(CC2)CC[C@@H]2CC[C@H](CC2)N (trans-4-{2-[4-(2,3-dihydrofuro[3,2-c]pyridin-4-yl)-piperazin-1-yl]-ethyl}-cyclohexanamine trihydrochloride), CC(C(=O)O)(C)C (2,2-dimethyl-propionic acid). The product is O1CCC=2C(=NC=CC21)N2CCN(CC2)CC[C@@H]2CC[C@H](CC2)NC(C(C)(C)C)=O (trans-N-(4-{2-[4-(2,3-Dihydro-furo[3,2-c]pyridin-4-yl)-piperazin-1-yl]-ethyl}-cyclohexyl)-2,2-dimethyl-propionamide). Reaction SMILES: Cl.Cl.Cl.[O:4]1[C:12]2[CH:11]=[CH:10][N:9]=[C:8]([N:13]3[CH2:18][CH2:17][N:16]([CH2:19][CH2:20][C@H:21]4[CH2:26][CH2:25][C@H:24]([NH2:27])[CH2:23][CH2:22]4)[CH2:15][CH2:14]3)[C:7]=2[CH2:6][CH2:5]1.[CH3:28][C:29]([CH3:34])([CH3:33])[C:30](O)=[O:31]>>[O:4]1[C:12]2[CH:11]=[CH:10][N:9]=[C:8]([N:13]3[CH2:18][CH2:17][N:16]([CH2:19][CH2:20][C@H:21]4[CH2:26][CH2:25][C@H:24]([NH:27][C:30](=[O:31])[C:29]([CH3:34])([CH3:33])[CH3:28])[CH2:23][CH2:22]4)[CH2:15][CH2:14]3)[C:7]=2[CH2:6][CH2:5]1 |f:0.1.2.3|. Procedure details: The title compound, white solid (70 mg, 68%), MS (ISP) m/z=415.4 [(M+H)+], mp 185° C., was prepared in accordance with the general method of example 32 from trans-4-{2-[4-(2,3-dihydrofuro[3,2-c]pyridin-4-yl)-piperazin-1-yl]-ethyl}-cyclohexanamine trihydrochloride (intermediate C) (110 mg, 0.25 mmol) and 2,2-dimethyl-propionic acid. Starting materials: FC(F)(F)c1ccc(-c2nc(CCCOCc3ccccc3)c(CCl)s2)cc1, N#Cc1ccc(O)cc1F, [H-], [Na+], CN(C)C=O. The product is N#Cc1ccc(OCc2sc(-c3ccc(C(F)(F)F)cc3)nc2CCCOCc2ccccc2)cc1F. RXN SMILES: [CH2:1]([c:2]1[cH:3][cH:4][cH:5][cH:6][cH:7]1)[O:8][CH2:9][CH2:10][CH2:11][c:12]1[n:13][c:14](-[c:19]2[cH:20][cH:21][c:22]([C:25]([F:26])([F:27])[F:28])[cH:23][cH:24]2)[s:15][c:16]1[CH2:17][Cl:18].[F:31][c:32]1[c:33]([C:34]#[N:35])[cH:36][cH:37][c:38]([OH:40])[cH:39]1.[H-:30].[Na+:29].[O:41]=[CH:42][N:43]([CH3:44])[CH3:45]>>[CH2:1]([c:2]1[cH:3][cH:4][cH:5][cH:6][cH:7]1)[O:8][CH2:9][CH2:10][CH2:11][c:12]1[n:13][c:14](-[c:19]2[cH:20][cH:21][c:22]([C:25]([F:26])([F:27])[F:28])[cH:23][cH:24]2)[s:15][c:16]1[CH2:17][O:40][c:38]1[cH:37][cH:36][c:33]([C:34]#[N:35])[c:32]([F:31])[cH:39]1. Reactants: [OH-].[K+] (potassium hydroxide), CO[C@@H]1[C@@H]([C@H]([C@@H]([C@H](O1)CO)O)O)O (Methyl-α-D-glucopyranoside), C(C1=CC=CC=C1)Cl (benzyl chloride), O (water). Reaction conditions: time 4 hour. Product: C(C1=CC=CC=C1)O[C@H]1[C@@H](OC)O[C@@H]([C@H]([C@@H]1OCC1=CC=CC=C1)OCC1=CC=CC=C1)COCC1=CC=CC=C1 (Methyl 2,3,4,6-tetra-O-benzyl-α-D-glucopyranoside). As a reaction SMILES: [CH3:1][O:2][C@H:3]1[O:8][C@H:7]([CH2:9][OH:10])[C@@H:6]([OH:11])[C@H:5]([OH:12])[C@H:4]1[OH:13].[OH-].[K+].O.[CH2:17](Cl)[C:18]1[CH:23]=[CH:22][CH:21]=[CH:20][CH:19]=1>>[CH2:17]([O:13][C@@H:4]1[C@@H:5]([O:12][CH2:17][C:18]2[CH:23]=[CH:22][CH:21]=[CH:20][CH:19]=2)[C@H:6]([O:11][CH2:17][C:18]2[CH:23]=[CH:22][CH:21]=[CH:20][CH:19]=2)[C@@H:7]([CH2:9][O:10][CH2:17][C:18]2[CH:23]=[CH:22][CH:21]=[CH:20][CH:19]=2)[O:8][C@@H:3]1[O:2][CH3:1])[C:18]1[CH:23]=[CH:22][CH:21]=[CH:20][CH:19]=1 |f:1.2|. Reported procedure: Methyl-α-D-glucopyranoside 9 (75 g) is dissolved in benzyl chloride (400 mL). To this solution is added potassium hydroxide (250 g). The resulting suspension is heated at 100° C. (water bath temp.) with stirring (mechanical) for 4 h, then cooled to r.t. The mixture is washed with saturated NaCl in ether (500 mL) and dried with MgSO4. The ether is evaporated. The residue is distilled under vacuum (~0.1 mm Hg) at a temperature of 120° C. until no more distillate is collected or the temperature at ... Reactants: N1=CC=C2N1C=CC(=N2)NC[C@H]2N(CCC2)C(=O)OC(C)(C)C ((S)-tert-butyl 2-((pyrazolo[1,5-a]pyrimidin-5-ylamino)methyl)pyrrolidine-1-carboxylate), C1CC(=O)N(C1=O)I (NIS). Run in CN(C)C=O (DMF). Reported procedure: The (S)-tert-butyl 2-((pyrazolo[1,5-a]pyrimidin-5-ylamino)methyl)pyrrolidine-1-carboxylate (790 mg, 2.490 mmol) was dissolved in 10 mL of DMF, was added NIS (617 mg, 2.740 mmol). This mixture is stirred for 4 hr at rt, and then quenched with 10 mL of water. It was then diluted with 50 mL EtOAc and the organic layer was separated, washed twice with brine, and dried over MgSO4. It was concentrated and purified on the silica gel eluting with 20-100% EtOAc/hex to obtain 1.03 g (93%) an off-white sol... As a reaction SMILES: [N:1]1[N:5]2[CH:6]=[CH:7][C:8]([NH:10][CH2:11][C@@H:12]3[CH2:16][CH2:15][CH2:14][N:13]3[C:17]([O:19][C:20]([CH3:23])([CH3:22])[CH3:21])=[O:18])=[N:9][C:4]2=[CH:3][CH:2]=1.C1C(=O)N([I:31])C(=O)C1>CN(C=O)C>[I:31][C:3]1[CH:2]=[N:1][N:5]2[CH:6]=[CH:7][C:8]([NH:10][CH2:11][C@@H:12]3[CH2:16][CH2:15][CH2:14][N:13]3[C:17]([O:19][C:20]([CH3:23])([CH3:22])[CH3:21])=[O:18])=[N:9][C:4]=12. Yields the product IC=1C=NN2C1N=C(C=C2)NC[C@H]2N(CCC2)C(=O)OC(C)(C)C ((S)-tert-butyl 2-(((3-iodopyrazolo[1,5-a]pyrimidin-5-yl)amino)methyl)pyrrolidine-1-carboxylate). The yield is 93.3%. Conditions: time 4 hour.